Dataset: the Open Reaction Database (ORD), a public repository of structured organic reaction records. Task: describe an organic reaction: reactants, conditions, products, and yield Starting materials: C1(=CC=CC=C1)C1=NN2C(C=CC=C2)=C1C=CC=O (3-(2-phenylpyrazolo[1,5-a]pyridin-3-yl)acrylaldehyde), [Cl-].C(N)(=O)C[N+]1=CC=CC=C1 (1-carbamoylmethylpyridinium chloride), CNC (dimethylamine). Run in CO (methanol). Conditions: temperature 200 celsius. The product is O=C1NC=CC(=C1)C=1C(=NN2C1C=CC=C2)C2=CC=CC=C2 (3-(2-oxo-1,2-dihydropyridin-4-yl)-2-phenylpyrazolo[1,5-a]pyridine). The yield is 24.8%. Reaction SMILES: [C:1]1([C:7]2[C:15]([CH:16]=[CH:17][CH:18]=[O:19])=[C:10]3[CH:11]=[CH:12][CH:13]=[CH:14][N:9]3[N:8]=2)[CH:6]=[CH:5][CH:4]=[CH:3][CH:2]=1.[Cl-].[C:21]([CH2:24][N+]1C=CC=CC=1)(=O)[NH2:22].CNC>CO>[O:19]=[C:18]1[CH:17]=[C:16]([C:15]2[C:7]([C:1]3[CH:2]=[CH:3][CH:4]=[CH:5][CH:6]=3)=[N:8][N:9]3[CH:14]=[CH:13][CH:12]=[CH:11][C:10]=23)[CH:24]=[CH:21][NH:22]1 |f:1.2|. Reported procedure: A mixture of 3-(2-phenylpyrazolo[1,5-a]pyridin-3-yl)acrylaldehyde (cis and trans mixture) (1.15 g) and 1-carbamoylmethylpyridinium chloride (0.80 g), 50% aqueous dimethylamine (0.44 g) and methanol (10 ml) was refluxed for 3 hours. The reaction mixture was evaporated in vacuo and the residue was heated for 10 minutes at 200° C. The resulting mixture was chromatographed on silica gel (80 g) with a mixture of chloroform and methanol (100:1). The fractions containing the object compound were combin... The reactants are [N+](=O)(O)[O-] (nitric acid), ClC1=CC(=C(C=C1)[N+](=O)[O-])Cl (1,3-dichloro-4-nitrobenzene). Run in OS(=O)(=O)O (H2SO4), OS(=O)(=O)O (H2SO4). Run at time 2 hour. Yields the product ClC1=CC(=C(C=C1[N+](=O)[O-])[N+](=O)[O-])Cl (1,3-dichloro-4,6-dinitrobenzene). Isolated yield 76.8%. As a reaction SMILES: [N+:1]([O-:4])([OH:3])=O.[Cl:5][C:6]1[CH:11]=[CH:10][C:9]([N+:12]([O-:14])=[O:13])=[C:8]([Cl:15])[CH:7]=1>OS(O)(=O)=O>[Cl:5][C:6]1[C:11]([N+:1]([O-:4])=[O:3])=[CH:10][C:9]([N+:12]([O-:14])=[O:13])=[C:8]([Cl:15])[CH:7]=1. Procedure details: Ml. 11.3 of fuming nitric acid (0.275 mole) in 96% H2SO4 (50 ml) was dropwise added under stirring at room temperature to 48 g of 1,3-dichloro-4-nitrobenzene (0.25 mole) in 96% H2SO4 (350 ml). The mixture was stirred for two hours, then poured into crushed ice. The separated solid was washed with cold water to neutrality, dried under vacuum and crystallized from ethanol (170 ml) to give the dinitro compound (A), 45.5 g, yield 76.8%, as yellow prisms.